This data is from the Open Reaction Database (ORD), a public repository of structured organic reaction records. The task is: describe an organic reaction: reactants, conditions, products, and yield The reactants are COC=1C=C(C=C(C1OC)OC)CCC(=O)O (3-(3,4,5-trimethoxyphenyl)propionic acid), polyphosphoric acid. The solvent is O (water). Run at temperature 80 celsius, time 2 hour. Yields the product COC=1C=C2CCC(C2=C(C1OC)OC)=O (5,6,7-Trimethoxy-1-indanone). The yield is 88.7%. Reaction SMILES: [CH3:1][O:2][C:3]1[CH:4]=[C:5]([CH2:13][CH2:14][C:15]([OH:17])=O)[CH:6]=[C:7]([O:11][CH3:12])[C:8]=1[O:9][CH3:10]>O>[CH3:12][O:11][C:7]1[CH:6]=[C:5]2[C:4](=[C:3]([O:2][CH3:1])[C:8]=1[O:9][CH3:10])[C:15](=[O:17])[CH2:14][CH2:13]2. Procedure details: A mixture of 3-(3,4,5-trimethoxyphenyl)propionic acid (9.40 g, 39.1 mmol) and polyphosphoric acid (50 g) was stirred for 2 hours at 80° C. To the reaction mixture was added water, which was subjected to extraction with ethyl acetate. The extract solution was washed with brine, which was dried over anhydrous magnesium sulfate, followed by distilling off the solvent under reduced pressure. The residue was recrystallized from ethyl acetate/isopropyl ether to give 7.71 g (yield 89%) of the above-tit... Starting materials: BrCCCCCCCCc1cccs1, O=C1NC(=O)c2ccccc21, CC(C)=O, [K]. Product: O=C1c2ccccc2C(=O)N1CCCCCCCCc1cccs1. RXN SMILES: [Br:1][CH2:2][CH2:3][CH2:4][CH2:5][CH2:6][CH2:7][CH2:8][CH2:9][c:10]1[s:11][cH:12][cH:13][cH:14]1.[C:15]1(=[O:25])[c:16]2[c:17]([cH:21][cH:22][cH:23][cH:24]2)[C:18](=[O:20])[NH:19]1.[CH3:27][C:28](=[O:29])[CH3:30].[K:26]>>[CH2:2]([CH2:3][CH2:4][CH2:5][CH2:6][CH2:7][CH2:8][CH2:9][c:10]1[s:11][cH:12][cH:13][cH:14]1)[N:19]1[C:15](=[O:25])[c:16]2[c:17]([cH:21][cH:22][cH:23][cH:24]2)[C:18]1=[O:20]. Reactants: C(C)(C)(C)OC(=O)N1C(=C(C2=CC=CC=C12)OCCCBr)C=1C2=C(N(N1)C(=O)OC(C)(C)C)C=C(S2)CO (3-bromo-propoxy-2-(1-tert-butoxycarbonyl-5-hydroxymethyl-1H-thieno[3,2-c]pyrazol-3-yl)-indole-1-carboxylic acid tert-butyl ester), C(C)(C)(C)OC(=O)N1C(=C(C2=CC=CC=C12)OCCCBr)C=1C2=C(N(N1)C(=O)OC(C)(C)C)C=C(S2)CO (3-bromo-propoxy-2-(1-tert-butoxycarbonyl-5-hydroxymethyl-1H-thieno[3,2-c]pyrazol-3-yl)-indole-1-carboxylic acid tert-butyl ester), C1(=CC=CC=C1)OC (Anisole), FC(C(=O)O)(F)F (trifluoroacetic acid), N1CCCCC1 (piperidine), CCN(C(C)C)C(C)C (DIEA). Run in C(C)#N (acetonitrile), ClCCl (dichloromethane). Run at temperature 75 celsius, time 3 hour. Yields the product N1(CCCCC1)CCCOC1=CC=C2C=C(NC2=C1)C=1C2=C(NN1)C=C(S2)CO ({3-[6-(3-piperidin-1-yl-propoxy)-1H-indol-2-yl]-1H-thieno[3,2-c]pyrazol-5-yl}-methanol). Isolated yield 84.0%. Reaction SMILES: C(OC([N:8]1[C:16]2[C:11](=[CH:12][CH:13]=[CH:14][CH:15]=2)[C:10](OCCCBr)=[C:9]1[C:22]1[C:23]2[S:36][C:35]([CH2:37][OH:38])=[CH:34][C:24]=2[N:25](C(OC(C)(C)C)=O)[N:26]=1)=O)(C)(C)C.CCN(C(C)C)C(C)C.[NH:48]1[CH2:53][CH2:52][CH2:51][CH2:50][CH2:49]1.[C:54]1([O:60]C)C=CC=[CH:56][CH:55]=1.FC(F)(F)C(O)=O>C(#N)C.ClCCl>[N:48]1([CH2:56][CH2:55][CH2:54][O:60][C:14]2[CH:15]=[C:16]3[C:11]([CH:10]=[C:9]([C:22]4[C:23]5[S:36][C:35]([CH2:37][OH:38])=[CH:34][C:24]=5[NH:25][N:26]=4)[NH:8]3)=[CH:12][CH:13]=2)[CH2:53][CH2:52][CH2:51][CH2:50][CH2:49]1. Procedure details: To a solution of (4-bromo-thiophen-2-yl)-methanol (25 g, 130 mmol) in dichloromethane was added imidazole (9.7 g, 142 mmol) followed by tert-butyldimethylsilyl chloride (23.4 g, 156 mmol). The white suspension was stirred at room temperature for 30 minutes. The insoluble was filtered off. The filtrate was concentrated. The residual oil was chromatographed through silica gel (n-heptane/dichloromethane, 90/10 as eluant) to produce (4-bromo-thiophen-2-ylmethoxy)-tert-butyl-dimethyl-silane [34.6 g, ... Starting materials: COC(=O)C(Br)CCBr, COC(=O)C(C#N)C(C)c1ccccc1, O=C([O-])[O-], CS(C)=O, Cl, [K+], [K+], O. The product is COC(=O)C(CCBr)C(C#N)(C(=O)OC)C(C)c1ccccc1. As a reaction SMILES: [Br:16][CH:17]([C:18](=[O:19])[O:20][CH3:21])[CH2:22][CH2:23][Br:24].[C:1](#[N:2])[CH:3]([C:4](=[O:5])[O:6][CH3:7])[CH:8]([CH3:9])[c:10]1[cH:11][cH:12][cH:13][cH:14][cH:15]1.[C:25](=[O:26])([O-:27])[O-:28].[CH3:33][S:34]([CH3:35])=[O:36].[ClH:31].[K+:29].[K+:30].[OH2:32]>>[C:1](#[N:2])[C:3]([C:4](=[O:5])[O:6][CH3:7])([CH:8]([CH3:9])[c:10]1[cH:11][cH:12][cH:13][cH:14][cH:15]1)[CH:17]([C:18](=[O:19])[O:20][CH3:21])[CH2:22][CH2:23][Br:24]. The reactants are C=CCSC1C(CC)C(=O)N1CC(=O)OC, CCO, ClCCl, [K+], [OH-], O. The product is C=CCSC1C(CC)C(=O)N1CC(=O)O. RXN SMILES: [CH2:1]([CH:2]=[CH2:3])[S:4][CH:5]1[CH:6]([CH2:15][CH3:16])[C:7](=[O:14])[N:8]1[CH2:9][C:10](=[O:11])[O:12][CH3:13].[CH3:22][CH2:23][OH:24].[Cl:19][CH2:20][Cl:21].[K+:18].[OH-:17].[OH2:25]>>[CH2:1]([CH:2]=[CH2:3])[S:4][CH:5]1[CH:6]([CH2:15][CH3:16])[C:7](=[O:14])[N:8]1[CH2:9][C:10](=[O:11])[OH:12]. Reactants: C1(=CC=CC=C1)S(=O)(=O)NC1CC2=CC=C(C=C2C1)C(CC(=O)OC)C (methyl 3-(2-benzenesulphonamido-indan-5-yl)-butyrate), 15N sodium hydroxide. The solvent is C(C)O (ethanol). Conditions: time 1 hour. Yields the product C1(=CC=CC=C1)S(=O)(=O)NC1CC2=CC=C(C=C2C1)C(CC(=O)O)C (3-(2-Benzenesulphonamido-indan-5-yl)-butyric acid). As a reaction SMILES: [C:1]1([S:7]([NH:10][CH:11]2[CH2:19][C:18]3[C:13](=[CH:14][CH:15]=[C:16]([CH:20]([CH3:26])[CH2:21][C:22]([O:24]C)=[O:23])[CH:17]=3)[CH2:12]2)(=[O:9])=[O:8])[CH:6]=[CH:5][CH:4]=[CH:3][CH:2]=1>C(O)C>[C:1]1([S:7]([NH:10][CH:11]2[CH2:19][C:18]3[C:13](=[CH:14][CH:15]=[C:16]([CH:20]([CH3:26])[CH2:21][C:22]([OH:24])=[O:23])[CH:17]=3)[CH2:12]2)(=[O:9])=[O:8])[CH:2]=[CH:3][CH:4]=[CH:5][CH:6]=1. Reported procedure: 2.4 g of methyl 3-(2-benzenesulphonamido-indan-5-yl)-butyrate are dissolved in 10 ml of ethanol, 2 ml of 15N sodium hydroxide solution are added, and saponification is carried out by boiling for 1 hour. The mixture is evaporated, the residue is dissolved in water, and the free acid is precipitated as a foamy material by adding hydrochloric acid. The reactants are COc1cc(Br)c(O)c(C[P+](c2ccccc2)(c2ccccc2)c2ccccc2)c1, CC#N, [Cl-], CCOC(=O)N1CCC(C(=O)Cl)CC1, [Na+], [Na+], O=C([O-])[O-], c1ccncc1. Product: CCOC(=O)N1CCC(C(=O)Oc2c(Br)cc(OC)cc2C[P+](c2ccccc2)(c2ccccc2)c2ccccc2)CC1, [Cl-]. As a reaction SMILES: [Br:16][c:17]1[c:18]([OH:45])[c:19]([CH2:25][P+:26]([c:27]2[cH:28][cH:29][cH:30][cH:31][cH:32]2)([c:33]2[cH:34][cH:35][cH:36][cH:37][cH:38]2)[c:39]2[cH:40][cH:41][cH:42][cH:43][cH:44]2)[cH:20][c:21]([O:23][CH3:24])[cH:22]1.[CH3:58][C:59]#[N:60].[Cl-:15].[Cl:1][C:2](=[O:3])[CH:4]1[CH2:5][CH2:6][N:7]([C:10](=[O:11])[O:12][CH2:13][CH3:14])[CH2:8][CH2:9]1.[Na+:52].[Na+:53].[O-:54][C:55](=[O:56])[O-:57].[cH:46]1[cH:47][cH:48][n:49][cH:50][cH:51]1>>[C:2](=[O:3])([CH:4]1[CH2:5][CH2:6][N:7]([C:10](=[O:11])[O:12][CH2:13][CH3:14])[CH2:8][CH2:9]1)[O:45][c:18]1[c:17]([Br:16])[cH:22][c:21]([O:23][CH3:24])[cH:20][c:19]1[CH2:25][P+:26]([c:27]1[cH:28][cH:29][cH:30][cH:31][cH:32]1)([c:33]1[cH:34][cH:35][cH:36][cH:37][cH:38]1)[c:39]1[cH:40][cH:41][cH:42][cH:43][cH:44]1.[Cl-:1].